From a dataset of the Open Reaction Database (ORD), a public repository of structured organic reaction records. describe an organic reaction: reactants, conditions, products, and yield Run in CCOCC (Et2O), Cl (HCl), CN(C)C=O (DMF). Yields the product FC1=CC=C(OC(C(=O)O)(CC2=CC=C(C=C2)OCCC2N(C(N(C2)CC2=CC3=CC=CC=C3C=C2)=O)C)C)C=C1 (2-(4-Fluoro-phenoxy)-2-methyl-3-{4-[2-(3-methyl-1-naphthalen-2-ylmethyl-2-oxo-imidazolidin-4-yl)-ethoxy]-phenyl}-propionic acid). Procedure details: To a mixture of 80 mg of 2-(4-Fluoro-phenoxy)-2-methyl-3-{4-[2-(3-methyl-2-oxo-imidazolidin-4-yl)-ethoxy]-phenyl}-propionic acid ethyl ester in 5 mL of dry DMF at 0° C. under an atmosphere of nitrogen, 18 mg of NaH (0.45 mmol) is added. The resulting solution is allowed to stand at r.t. for 20 min. Then 99 mg of 2-bromomethyl naphthalene is added and resulting mixture is allowed to stand at r.t. for overnight. Reaction mixture is diluted with Et2O and 1N HCl. Organic layer is then washed with 1N... Isolated yield 50.9%. Reaction SMILES: C([O:3][C:4](=[O:32])[C:5]([O:24][C:25]1[CH:30]=[CH:29][C:28]([F:31])=[CH:27][CH:26]=1)([CH3:23])[CH2:6][C:7]1[CH:12]=[CH:11][C:10]([O:13][CH2:14][CH2:15][CH:16]2[CH2:20][NH:19][C:18](=[O:21])[N:17]2[CH3:22])=[CH:9][CH:8]=1)C.[H-].[Na+].Br[CH2:36][C:37]1[CH:46]=[CH:45][C:44]2[C:39](=[CH:40][CH:41]=[CH:42][CH:43]=2)[CH:38]=1>CN(C=O)C.CCOCC.Cl>[F:31][C:28]1[CH:29]=[CH:30][C:25]([O:24][C:5]([CH3:23])([CH2:6][C:7]2[CH:8]=[CH:9][C:10]([O:13][CH2:14][CH2:15][CH:16]3[CH2:20][N:19]([CH2:36][C:37]4[CH:46]=[CH:45][C:44]5[C:39](=[CH:40][CH:41]=[CH:42][CH:43]=5)[CH:38]=4)[C:18](=[O:21])[N:17]3[CH3:22])=[CH:11][CH:12]=2)[C:4]([OH:3])=[O:32])=[CH:26][CH:27]=1 |f:1.2|. Starting materials: [H-].[Na+] (NaH), C(C)OC(C(CC1=CC=C(C=C1)OCCC1N(C(NC1)=O)C)(C)OC1=CC=C(C=C1)F)=O (2-(4-Fluoro-phenoxy)-2-methyl-3-{4-[2-(3-methyl-2-oxo-imidazolidin-4-yl)-ethoxy]-phenyl}-propionic acid ethyl ester), BrCC1=CC2=CC=CC=C2C=C1 (2-bromomethyl naphthalene). Reaction conditions: time 20 minute. Starting materials: C[C@H]1N(CCC1)C[C@H]1N(CCC1)C(=O)C1=CC=C(C=C1)B1OC(C(O1)(C)C)(C)C ([2-(S)-(2-(R)-methyl-pyrrolidin-1-ylmethyl)-pyrrolidin-1-yl]-[4-(4,4,5,5-tetramethyl-[1,3,2]dioxaborolan-2-yl)-phenyl]-methanone), IC1=CC(=CS1)C#N (5-Iodo-thiophene-3-carbonitrile). Yields the product C[C@H]1N(CCC1)C[C@H]1N(CCC1)C(=O)C1=CC=C(C=C1)C1=CC(=CS1)C#N (5-{4-[2-(S)-(2-(R)-methyl-pyrrolidin-1-ylmethyl)-pyrrolidine-1-carbonyl]-phenyl}-thiophene-3-carbonitrile). Yield: 30.0%. As a reaction SMILES: [CH3:1][C@@H:2]1[CH2:6][CH2:5][CH2:4][N:3]1[CH2:7][C@@H:8]1[CH2:12][CH2:11][CH2:10][N:9]1[C:13]([C:15]1[CH:20]=[CH:19][C:18](B2OC(C)(C)C(C)(C)O2)=[CH:17][CH:16]=1)=[O:14].I[C:31]1[S:35][CH:34]=[C:33]([C:36]#[N:37])[CH:32]=1>>[CH3:1][C@@H:2]1[CH2:6][CH2:5][CH2:4][N:3]1[CH2:7][C@@H:8]1[CH2:12][CH2:11][CH2:10][N:9]1[C:13]([C:15]1[CH:16]=[CH:17][C:18]([C:31]2[S:35][CH:34]=[C:33]([C:36]#[N:37])[CH:32]=2)=[CH:19][CH:20]=1)=[O:14]. Procedure: The title compound is prepared in a manner substantially analogous to General Procedure A using [2-(S)-(2-(R)-methyl-pyrrolidin-1-ylmethyl)-pyrrolidin-1-yl]-[4-(4,4,5,5-tetramethyl-[1,3,2]dioxaborolan-2-yl)-phenyl]-methanone (351 mg, 0.88 mmol) and 5-Iodo-thiophene-3-carbonitrile (CAS 18800-02-7) (165 mg, 0.88 mmol) to give 100 mg (30% yield). MS (ES+) 380.2 (M+H)+ Starting materials: [Cl-], Cl, O=N[O-], Nc1ccc(S(=O)(=O)O)c2ccccc12, [Na+], [Na+], [OH-], O, O, O. The product is Cl, NNc1ccc(S(=O)(=O)O)c2ccccc12. As a reaction SMILES: [Cl-:24].[ClH:26].[N:18]([O-:19])=[O:20].[NH2:3][c:4]1[cH:5][cH:6][c:7]([S:14](=[O:15])(=[O:16])[OH:17])[c:8]2[cH:9][cH:10][cH:11][cH:12][c:13]12.[Na+:21].[Na+:2].[OH-:1].[OH2:22].[OH2:23].[OH2:25]>>[ClH:24].[NH:3]([c:4]1[cH:5][cH:6][c:7]([S:14](=[O:15])(=[O:16])[OH:17])[c:8]2[cH:9][cH:10][cH:11][cH:12][c:13]12)[NH2:18]. Starting materials: C#CCNc1c(C)cccc1C, COCC(=O)Cl, Cc1ccccc1. The product is C#CCN(C(=O)COC)c1c(C)cccc1C. As a reaction SMILES: [CH2:1]([C:2]#[CH:3])[NH:4][c:5]1[c:6]([CH3:12])[cH:7][cH:8][cH:9][c:10]1[CH3:11].[CH3:13][O:14][CH2:15][C:16](=[O:17])[Cl:18].[CH3:19][c:20]1[cH:21][cH:22][cH:23][cH:24][cH:25]1>>[CH2:1]([C:2]#[CH:3])[N:4]([c:5]1[c:6]([CH3:12])[cH:7][cH:8][cH:9][c:10]1[CH3:11])[C:16]([CH2:15][O:14][CH3:13])=[O:17].